Dataset: the Open Reaction Database (ORD), a public repository of structured organic reaction records. Task: describe an organic reaction: reactants, conditions, products, and yield The reactants are anilide, ( b ), FC1=CC=C(N)C=C1 (4-fluoroaniline), ClCC1C(=O)OC(C1)=O (2-chloromethylsuccinic acid anhydride), C(C)(=O)Cl (acetylchloride). Run in C1(=CC=CC=C1)C (toluene), C1(=CC=CC=C1)C (toluene). Conditions: temperature 100 celsius. Yields the product ClCC1C(N(C(C1)=O)C1=CC=C(C=C1)F)=O (3-Chloromethyl-1-(4-fluorophenyl)-pyrrolidine-2,5-dione). The yield is 93.0%. As a reaction SMILES: [F:1][C:2]1[CH:8]=[CH:7][C:5]([NH2:6])=[CH:4][CH:3]=1.[Cl:9][CH2:10][CH:11]1[CH2:16][C:15](=O)[O:14][C:12]1=[O:13].C(Cl)(=O)C>C1(C)C=CC=CC=1>[Cl:9][CH2:10][CH:11]1[CH2:16][C:15](=[O:14])[N:6]([C:5]2[CH:7]=[CH:8][C:2]([F:1])=[CH:3][CH:4]=2)[C:12]1=[O:13]. Procedure: In a variant of (b), into a toluene solution of 33.3 g (0.3 moles) 4-fluoroaniline, a toluene solution of 44.6 g (0.3 moles) 2-chloromethylsuccinic acid anhydride were added dropwise at room temperature while stirring. The temperature of the mixture rose to 40° C. during the operation. To the suspension of the semi-anilide obtained, 0.35 moles of acetylchloride was added dropwise at 60° C. while stirring, the addition being carried out so slowly that the ensuing gas development could be easily c... The reactants are Cc1cccc(Br)c1, O=C1CCN(Cc2ccccc2)CC1, C1CCOC1, [Mg]. Yields the product Cc1cccc(C2(O)CCN(Cc3ccccc3)CC2)c1. As a reaction SMILES: [Br:2][c:3]1[cH:4][c:5]([CH3:9])[cH:6][cH:7][cH:8]1.[CH2:10]([c:11]1[cH:12][cH:13][cH:14][cH:15][cH:16]1)[N:17]1[CH2:18][CH2:19][C:20](=[O:23])[CH2:21][CH2:22]1.[CH2:24]1[O:25][CH2:26][CH2:27][CH2:28]1.[Mg:1]>>[c:3]1([C:20]2([OH:23])[CH2:19][CH2:18][N:17]([CH2:10][c:11]3[cH:12][cH:13][cH:14][cH:15][cH:16]3)[CH2:22][CH2:21]2)[cH:4][c:5]([CH3:9])[cH:6][cH:7][cH:8]1. Starting materials: [N+](=O)([O-])C1=CC=C(C=C1)N1CCC(CC1)C(=O)OC (methyl 1-(4-nitrophenyl)piperidine-4-carboxylate), [OH-].[Na+] (NaOH). The solvent is CO (MeOH), O (water). Product: [N+](=O)([O-])C1=CC=C(C=C1)N1CCC(CC1)C(=O)O (1-(4-nitrophenyl)piperidine-4-carboxylic acid). As a reaction SMILES: [N+:1]([C:4]1[CH:9]=[CH:8][C:7]([N:10]2[CH2:15][CH2:14][CH:13]([C:16]([O:18]C)=[O:17])[CH2:12][CH2:11]2)=[CH:6][CH:5]=1)([O-:3])=[O:2].[OH-].[Na+]>CO.O>[N+:1]([C:4]1[CH:9]=[CH:8][C:7]([N:10]2[CH2:11][CH2:12][CH:13]([C:16]([OH:18])=[O:17])[CH2:14][CH2:15]2)=[CH:6][CH:5]=1)([O-:3])=[O:2] |f:1.2|. Reported procedure: A solution of methyl 1-(4-nitrophenyl)piperidine-4-carboxylate (3.84 g, 14.53 mmol) and NaOH (0.87 g, 21.79 mmol) in 15 mL of MeOH and 5 mL of water was stirred at room temperature for 3 hours. The volatiles were removed in vacuo to give 1-(4-nitrophenyl)piperidine-4-carboxylic acid. Reactants: BrCc1ccccc1, [K+], [K+], O=C([O-])[O-], O, O=Cc1ccc([N+](=O)[O-])c(O)c1. The product is O=Cc1ccc([N+](=O)[O-])c(OCc2ccccc2)c1. As a reaction SMILES: [Br:1][CH2:2][c:3]1[cH:4][cH:5][cH:6][cH:7][cH:8]1.[K+:21].[K+:22].[O-:23][C:24]([O-:25])=[O:26].[OH2:27].[OH:9][c:10]1[cH:11][c:12]([CH:13]=[O:14])[cH:15][cH:16][c:17]1[N+:18](=[O:19])[O-:20]>>[CH2:2]([c:3]1[cH:4][cH:5][cH:6][cH:7][cH:8]1)[O:9][c:10]1[cH:11][c:12]([CH:13]=[O:14])[cH:15][cH:16][c:17]1[N+:18](=[O:19])[O-:20]. Reactants: [H-].[Na+] (Sodium hydride), BrC=1C=C2N3C(C(NN=C3COC2=CC1)=O)C (6-bromo-4-methyl-2,10-dihydro-9-oxa-1,2,4a-triaza-phenanthren-3-one), ClCOCC[Si](C)(C)C ((2-(Chloromethoxy)ethyl)trimethylsilane). Run in O (water), CN(C)C=O (DMF). Reaction conditions: temperature 25 celsius, time 3 hour. Yields the product BrC=1C=C2N3C(C(N(N=C3COC2=CC1)COCC[Si](C)(C)C)=O)C (6-bromo-4-methyl-2-(2-trimethylsilanyl-ethoxymethyl)-2,10-dihydro-9-oxa-1,2,4a-triaza-phenanthren-3-one). Isolated yield 69.5%. As a reaction SMILES: [Br:1][C:2]1[CH:3]=[C:4]2[C:13](=[CH:14][CH:15]=1)[O:12][CH2:11][C:10]1[N:5]2[CH:6]([CH3:17])[C:7](=[O:16])[NH:8][N:9]=1.[H-].[Na+].Cl[CH2:21][O:22][CH2:23][CH2:24][Si:25]([CH3:28])([CH3:27])[CH3:26]>CN(C=O)C.O>[Br:1][C:2]1[CH:3]=[C:4]2[C:13](=[CH:14][CH:15]=1)[O:12][CH2:11][C:10]1[N:5]2[CH:6]([CH3:17])[C:7](=[O:16])[N:8]([CH2:21][O:22][CH2:23][CH2:24][Si:25]([CH3:28])([CH3:27])[CH3:26])[N:9]=1 |f:1.2|. Procedure: A solution of 6-bromo-4-methyl-2,10-dihydro-9-oxa-1,2,4a-triaza-phenanthren-3-one (4.0 g, 13.5 mmol) in anhydrous DMF (20 mL) was stirred at 0° C. Sodium hydride (60% in mineral oil, 0.8 g, 20.3 mmol) was added portion-wise and the reaction mixture was stirred at 0° C. for 0.5 h. (2-(Chloromethoxy)ethyl)trimethylsilane (3.4 g, 20.3 mmol) was added to the solution dropwise and the reaction mixture was stirred at 25° C. for 3 h. The reaction mixture was diluted with water (100 mL) and extracted wi... Reaction SMILES: [Br:14][CH2:15][c:16]1[c:17]([C:22]([C:23](=[O:24])[O:25][CH3:26])=[CH:27][O:28][CH3:29])[cH:18][cH:19][cH:20][cH:21]1.[C:30](=[O:31])([O-:32])[O-:33].[CH2:1]([CH3:2])[O:3][N:4]=[C:5]([CH3:6])[c:7]1[cH:8][c:9]([OH:13])[cH:10][cH:11][cH:12]1.[CH3:36][N:37]([CH3:38])[CH:39]=[O:40].[K+:34].[K+:35]>>[CH2:1]([CH3:2])[O:3][N:4]=[C:5]([CH3:6])[c:7]1[cH:8][c:9]([O:13][CH2:15][c:16]2[c:17]([C:22]([C:23](=[O:24])[O:25][CH3:26])=[CH:27][O:28][CH3:29])[cH:18][cH:19][cH:20][cH:21]2)[cH:10][cH:11][cH:12]1. Yields the product CCON=C(C)c1cccc(OCc2ccccc2C(=COC)C(=O)OC)c1. The reactants are COC=C(C(=O)OC)c1ccccc1CBr, O=C([O-])[O-], CCON=C(C)c1cccc(O)c1, CN(C)C=O, [K+], [K+]. Reactants: C(C)OC(\C(=C\CC1CCCCC1)\C1=CC=C(C=C1)SC)=O ((E)-4-cyclohexyl-2-(4-methylsulfanyl-phenyl)-but-2-enoic acid ethyl ester), OOS(=O)[O-].[K+] (oxone), CO (methanol). The product is C(C)OC(\C(=C\CC1CCCCC1)\C1=CC=C(C=C1)S(=O)(=O)C)=O ((E)-4-Cyclohexyl-2-(4-methanesulfonyl-phenyl)-but-2-enoic acid ethyl ester). As a reaction SMILES: [CH2:1]([O:3][C:4](=[O:22])/[C:5](/[C:14]1[CH:19]=[CH:18][C:17](SC)=[CH:16][CH:15]=1)=[CH:6]/[CH2:7][CH:8]1[CH2:13][CH2:12][CH2:11][CH2:10][CH2:9]1)[CH3:2].O[O:24][S:25]([O-:27])=O.[K+].[CH3:29]O>>[CH2:1]([O:3][C:4](=[O:22])/[C:5](/[C:14]1[CH:19]=[CH:18][C:17]([S:25]([CH3:29])(=[O:27])=[O:24])=[CH:16][CH:15]=1)=[CH:6]/[CH2:7][CH:8]1[CH2:13][CH2:12][CH2:11][CH2:10][CH2:9]1)[CH3:2] |f:1.2|. Procedure details: Following the method of example 54d, using (E)-4-cyclohexyl-2-(4-methylsulfanyl-phenyl)-but-2-enoic acid ethyl ester (978 mg, 3.07 mmol) dissolved in methanol 5 h at ambient temperature after the addition of oxone® (2.45 g, 3.99 mmol) gives the title compound as an yellow oil (1.02 g). MS (m/e): 351 (M+H).